This data is from the Open Reaction Database (ORD), a public repository of structured organic reaction records. The task is: describe an organic reaction: reactants, conditions, products, and yield Reactants: solution, C(C)(C)[Mg]Cl (isopropylmagnesium chloride), O (Water), O1CCOC12CCC(CC2)C(=O)OCC (ethyl 1,4-dioxaspiro[4,5]decane-8-carboxylate), Cl.CNOC (N,O-dimethylhydroxylamine hydrochloride). The solvent is C1CCOC1 (THF), C1CCOC1 (THF). Product: CON(C(=O)C1CCC2(OCCO2)CC1)C (N-methoxy-N-methyl-1,4-dioxaspiro[4,5]decane-8-carboxamide). Yield: 98.4%. As a reaction SMILES: [O:1]1[C:5]2([CH2:10][CH2:9][CH:8]([C:11]([O:13]CC)=O)[CH2:7][CH2:6]2)[O:4][CH2:3][CH2:2]1.Cl.[CH3:17][NH:18][O:19][CH3:20].C([Mg]Cl)(C)C.O>C1COCC1>[CH3:20][O:19][N:18]([CH3:17])[C:11]([CH:8]1[CH2:7][CH2:6][C:5]2([O:1][CH2:2][CH2:3][O:4]2)[CH2:10][CH2:9]1)=[O:13] |f:1.2|. Procedure: Ethyl 1,4-dioxaspiro[4,5]decane-8-carboxylate (6.28 g, 29.3 mmol) obtained in Step 1 was dissolved in THF, and N,O-dimethylhydroxylamine hydrochloride (4.30 g, 44.1 mmol) was added thereto, followed by stirring. In an atmosphere of argon at −30° C., a 2.0 mol/L solution of isopropylmagnesium chloride in THF (44.1 mL, 88.2 mmol) was added dropwise to the reaction mixture, followed by stirring at −5° C. for 1 hour. Water was added to the reaction mixture, followed by extraction with chloroform. Th... Starting materials: COc1cc(Br)cc(CO)c1, O=C([O-])O, ClCCl, [Na+], BrP(Br)Br. Yields the product COc1cc(Br)cc(CBr)c1. As a reaction SMILES: [Br:1][c:2]1[cH:3][c:4]([CH2:5][OH:6])[cH:7][c:8]([O:10][CH3:11])[cH:9]1.[C:16](=[O:17])([OH:18])[O-:19].[CH2:21]([Cl:22])[Cl:23].[Na+:20].[P:12]([Br:13])([Br:14])[Br:15]>>[Br:1][c:2]1[cH:3][c:4]([CH2:5][Br:13])[cH:7][c:8]([O:10][CH3:11])[cH:9]1.